From a dataset of the Open Reaction Database (ORD), a public repository of structured organic reaction records. describe an organic reaction: reactants, conditions, products, and yield Reactants: O=C([O-])[O-], CO, [Cl-], [Cl-], [K+], [K+], COP(=O)(OC)C(=[N+]=[N-])C(C)=O, Nc1nc(CO)ccc1C=O, [NH4+], [Na+]. The product is C#Cc1ccc(CO)nc1N. As a reaction SMILES: [C:24](=[O:25])([O-:26])[O-:27].[CH3:34][OH:35].[Cl-:30].[Cl-:33].[K+:28].[K+:29].[N+:12](=[C:14]([P:13](=[O:15])([O:16][CH3:17])[O:18][CH3:19])[C:20](=[O:21])[CH3:22])=[N-:23].[NH2:1][c:2]1[n:3][c:4]([CH2:10][OH:11])[cH:5][cH:6][c:7]1[CH:8]=[O:9].[NH4+:31].[Na+:32]>>[NH2:1][c:2]1[n:3][c:4]([CH2:10][OH:11])[cH:5][cH:6][c:7]1[C:8]#[CH:14]. Starting materials: CN(CCOC=1C=C2C(CC(NC2=CC1)=O)C1=CC=CC=C1)C (6-[2-(dimethylamino)ethoxy]-3,4-dihydro-4-phenyl-2(1H)-quinolinone), Cl (hydrogen chloride). Run in CO (methanol). Yields the product Cl.CN(CCOC=1C=C2C(CC(NC2=CC1)=O)C1=CC=CC=C1)C (6-[2-(Dimethylamino)ethoxy]-3,4-dihydro-4-phenyl-2(1H)-quinolinone, hydrochloride). Reaction SMILES: [CH3:1][N:2]([CH3:23])[CH2:3][CH2:4][O:5][C:6]1[CH:7]=[C:8]2[C:13](=[CH:14][CH:15]=1)[NH:12][C:11](=[O:16])[CH2:10][CH:9]2[C:17]1[CH:22]=[CH:21][CH:20]=[CH:19][CH:18]=1.[ClH:24]>CO>[ClH:24].[CH3:1][N:2]([CH3:23])[CH2:3][CH2:4][O:5][C:6]1[CH:7]=[C:8]2[C:13](=[CH:14][CH:15]=1)[NH:12][C:11](=[O:16])[CH2:10][CH:9]2[C:17]1[CH:22]=[CH:21][CH:20]=[CH:19][CH:18]=1 |f:3.4|. Procedure details: A solution of 6-[2-(dimethylamino)ethoxy]-3,4-dihydro-4-phenyl-2(1H)-quinolinone (13.2g) in 40 ml of methanol is treated with one equivalent of ethanolic hydrogen chloride to form 13.5g of crystals, melting point 240°-244° C. Crystallization from a solution of 100 ml of methanol and 1 ml of water gives 10.6g of product, melting point 242°-244° C.